This data is from the Open Reaction Database (ORD), a public repository of structured organic reaction records. The task is: describe an organic reaction: reactants, conditions, products, and yield Reactants: O=C=O, [Li]CCCC, C1CCOC1, Cc1ccc2c(c1)Cc1ccccc1-2, CCOC(C)=O, O. The product is Cc1ccc2c(c1)C(C(=O)O)c1ccccc1-2. As a reaction SMILES: [C:20](=[O:21])=[O:22].[CH2:15]([Li:16])[CH2:17][CH2:18][CH3:19].[CH2:23]1[O:24][CH2:25][CH2:26][CH2:27]1.[CH3:1][c:2]1[cH:3][c:4]2[c:12]([cH:13][cH:14]1)-[c:11]1[c:6]([cH:7][cH:8][cH:9][cH:10]1)[CH2:5]2.[CH3:29][CH2:30][O:31][C:32](=[O:33])[CH3:34].[OH2:28]>>[CH3:1][c:2]1[cH:3][c:4]2[c:12]([cH:13][cH:14]1)-[c:11]1[c:6]([cH:7][cH:8][cH:9][cH:10]1)[CH:5]2[C:20](=[O:21])[OH:22].